This data is from the Open Reaction Database (ORD), a public repository of structured organic reaction records. The task is: describe an organic reaction: reactants, conditions, products, and yield Starting materials: COC(=O)C1=CNC=2CNCC3=C(C12)N=CC=C3 (3,4,5,6-Tetrahydro-3,5,10-triaza-benzo[e]azulene-1-carboxylic acid methyl ester), C(C1=CC=CC=C1)=O (benzaldehyde), solution, Na2HCO3, C(C)(=O)O[BH-](OC(C)=O)OC(C)=O.[Na+] (sodium triacetoxyborohydride). The solvent is ClC(C)Cl (dichloroethane). Reaction conditions: time 18 hour. Yields the product COC(=O)C1=CNC=2CN(CC3=C(C12)N=CC=C3)CC3=CC=CC=C3 (5-benzyl-3,4,5,6-tetrahydro-3,5,10-triaza-benzo[e]azulene-1-carboxylic acid methyl ester). The yield is 66.8%. Reaction SMILES: [CH3:1][O:2][C:3]([C:5]1[C:14]2[C:13]3[N:15]=[CH:16][CH:17]=[CH:18][C:12]=3[CH2:11][NH:10][CH2:9][C:8]=2[NH:7][CH:6]=1)=[O:4].[CH:19](=O)[C:20]1[CH:25]=[CH:24][CH:23]=[CH:22][CH:21]=1.C(O[BH-](OC(=O)C)OC(=O)C)(=O)C.[Na+]>ClC(Cl)C>[CH3:1][O:2][C:3]([C:5]1[C:14]2[C:13]3[N:15]=[CH:16][CH:17]=[CH:18][C:12]=3[CH2:11][N:10]([CH2:19][C:20]3[CH:25]=[CH:24][CH:23]=[CH:22][CH:21]=3)[CH2:9][C:8]=2[NH:7][CH:6]=1)=[O:4] |f:2.3|. Reported procedure: A mixture of 130 mg (0.53 mmol) of 3,4,5,6-Tetrahydro-3,5,10-triaza-benzo[e]azulene-1-carboxylic acid methyl ester and 0.6 mL (0.6 mmol of benzaldehyde is dissolved in 10 mL of dichloroethane. To this solution is added 270 mg (1.3 mmol) of sodium triacetoxyborohydride and the resulting mixture is stirred for 18 hours at room temperature. A 10 mL solution of saturated Na2HCO3 is added, and the reaction stirred for 60 minutes. The organic layer is separated from the aqueous layer, dried (Na2SO4) a... The reactants are C(C1=CC=CC=C1)OCCCCCCCCCCCCCCCCCCC1=CC=C(C=C1)I (1-benzyloxy-18-(p-iodophenyl)octadecane), C(C1=CC=CC=C1)OCCCCCCCCCCCCCCCCCCC1=CC=C(C=C1)I (1-benzyloxy-18-(p-iodophenyl)octadecane), C1(=CC=CC=C1)OC (anisole), [Cl-].[Al+3].[Cl-].[Cl-] (aluminum chloride). Solvent: ClCCl (dichloromethane). Run at time 2 hour. The product is IC1=CC=C(C=C1)CCCCCCCCCCCCCCCCCCO (18-(p-iodophenyl) octadecanol), Compound VI. The yield is 77.0%. As a reaction SMILES: C([O:8][CH2:9][CH2:10][CH2:11][CH2:12][CH2:13][CH2:14][CH2:15][CH2:16][CH2:17][CH2:18][CH2:19][CH2:20][CH2:21][CH2:22][CH2:23][CH2:24][CH2:25][CH2:26][C:27]1[CH:32]=[CH:31][C:30]([I:33])=[CH:29][CH:28]=1)C1C=CC=CC=1.C1(OC)C=CC=CC=1.[Cl-].[Al+3].[Cl-].[Cl-]>ClCCl>[I:33][C:30]1[CH:29]=[CH:28][C:27]([CH2:26][CH2:25][CH2:24][CH2:23][CH2:22][CH2:21][CH2:20][CH2:19][CH2:18][CH2:17][CH2:16][CH2:15][CH2:14][CH2:13][CH2:12][CH2:11][CH2:10][CH2:9][OH:8])=[CH:32][CH:31]=1 |f:2.3.4.5|. Procedure details: Finally, to a solution of 1-benzyloxy-18-(p-iodophenyl)octadecane (Compound V) (185 mg; 0.33 mmol) and anisole (0.15 ml; 1.32 mmol) in dichloromethane (3 ml) was added anhydrous aluminum chloride (135 mg; 1 mmol) at the room temperature. Stirring was continued for 2 h. The reaction was quenched by diluted hydrochloric acid and extracted by chloroform. Extract was dried (Na2SO4) and evaporated. The residue was chromatographed in hexane-ethyl acetate (gradient from 95:5 to 85:15) to give 18-(p-iod... Reported procedure: To 241 mg of 2,2-dimethyl-5-{2-fluoro-4-(methylthio)phenyl}-4-phenyl-3(2H)-furanone (Example 314) dissolved in 50 ml dichloromethane, was added 138 mg of 70% m-chloroperoxybenzoic acid. The mixture was stirred at 0° C. for 1.5 hours, which was followed by addition of 30 ml 5% aqueous sodium bicarbonate. Then the mixture was stirred for 10 minutes and the volatile material was removed in vacuo. The resulting residue was extracted with 50 ml water and dichloromethane (30 ml×3). The organic layer w... Reaction SMILES: [CH3:1][C:2]1([CH3:23])[C:6](=[O:7])[C:5]([C:8]2[CH:13]=[CH:12][CH:11]=[CH:10][CH:9]=2)=[C:4]([C:14]2[CH:19]=[CH:18][C:17]([S:20][CH3:21])=[CH:16][C:15]=2[F:22])[O:3]1.ClC1C=C(C=CC=1)C(OO)=[O:29].C(=O)(O)[O-].[Na+]>ClCCl>[CH3:1][C:2]1([CH3:23])[C:6](=[O:7])[C:5]([C:8]2[CH:9]=[CH:10][CH:11]=[CH:12][CH:13]=2)=[C:4]([C:14]2[CH:19]=[CH:18][C:17]([S:20]([CH3:21])=[O:29])=[CH:16][C:15]=2[F:22])[O:3]1 |f:2.3|. Solvent: ClCCl (dichloromethane). Yield: 74.0%. The product is CC1(OC(=C(C1=O)C1=CC=CC=C1)C1=C(C=C(C=C1)S(=O)C)F)C (2,2-dimethyl-5-{2-fluoro-4-(methylsulfinyl)phenyl}-4-phenyl-3(2H)-furanone). Starting materials: ClC=1C=C(C(=O)OO)C=CC1 (m-chloroperoxybenzoic acid), CC1(OC(=C(C1=O)C1=CC=CC=C1)C1=C(C=C(C=C1)SC)F)C (2,2-dimethyl-5-{2-fluoro-4-(methylthio)phenyl}-4-phenyl-3(2H)-furanone), C([O-])(O)=O.[Na+] (sodium bicarbonate). Run at temperature 0 celsius, time 1.5 hour. The reactants are ClCC1=CC2=CC(=C(C(=C2C=C1)OC)OC)OC (2-Chloromethyl-5,6,7-trimethoxynaphthalene), N1CCNCCC1 (homopiperazine). Product: COC1=C2C=CC(=CC2=CC(=C1OC)OC)CN1CCN(CCC1)CC1=CC2=CC(=C(C(=C2C=C1)OC)OC)OC (N,N′-bis[(5,6,7-trimethoxynaphthalen-2-yl)methyl]homopiperazine). Reaction SMILES: Cl[CH2:2][C:3]1[CH:12]=[CH:11][C:10]2[C:5](=[CH:6][C:7]([O:17][CH3:18])=[C:8]([O:15][CH3:16])[C:9]=2[O:13][CH3:14])[CH:4]=1.[NH:19]1[CH2:25][CH2:24][CH2:23][NH:22][CH2:21][CH2:20]1>>[CH3:14][O:13][C:9]1[C:8]([O:15][CH3:16])=[C:7]([O:17][CH3:18])[CH:6]=[C:5]2[C:10]=1[CH:11]=[CH:12][C:3]([CH2:2][N:19]1[CH2:25][CH2:24][CH2:23][N:22]([CH2:2][C:3]3[CH:12]=[CH:11][C:10]4[C:5](=[CH:6][C:7]([O:17][CH3:18])=[C:8]([O:15][CH3:16])[C:9]=4[O:13][CH3:14])[CH:4]=3)[CH2:21][CH2:20]1)=[CH:4]2. Reported procedure: 2-Chloromethyl-5,6,7-trimethoxynaphthalene (607 mg) and homopiperazine (108 mg) were reacted in the same manner in Example 1 to obtain the title compound as a free base. Procedure: Using dimethyl 2-[3-(2-hydroxyethyl)-4-methoxybenzyl]malonate and 3-methoxyphenylisocyanate, the title compound was obtained in the same manner as described in Example 192b). Starting materials: OCCC=1C=C(CC(C(=O)OC)C(=O)OC)C=CC1OC (dimethyl 2-[3-(2-hydroxyethyl)-4-methoxybenzyl]malonate), COC=1C=C(C=CC1)N=C=O (3-methoxyphenylisocyanate). As a reaction SMILES: [OH:1][CH2:2][CH2:3][C:4]1[CH:5]=[C:6]([CH:17]=[CH:18][C:19]=1[O:20][CH3:21])[CH2:7][CH:8]([C:13]([O:15][CH3:16])=[O:14])[C:9]([O:11][CH3:12])=[O:10].[CH3:22][O:23][C:24]1[CH:25]=[C:26]([N:30]=[C:31]=[O:32])[CH:27]=[CH:28][CH:29]=1>>[CH3:21][O:20][C:19]1[CH:18]=[CH:17][C:6]([CH2:7][CH:8]([C:9]([O:11][CH3:12])=[O:10])[C:13]([O:15][CH3:16])=[O:14])=[CH:5][C:4]=1[CH2:3][CH2:2][O:1][C:31]([NH:30][C:26]1[CH:27]=[CH:28][CH:29]=[C:24]([O:23][CH3:22])[CH:25]=1)=[O:32]. Product: COC1=C(C=C(CC(C(=O)OC)C(=O)OC)C=C1)CCOC(=O)NC1=CC(=CC=C1)OC (Dimethyl 2-[4-methoxy-3-(2-{[(3-methoxyanilino)-carbonyl]oxy}ethyl)benzyl]malonate). The reactants are C(C)O (ethanol), Cl.CN(CCCN=C=NCC)C (1-(3-dimethylaminopropyl)-3-ethylcarbodiimide hydrochloride), N,N-dimethylaminopyridine, C(=O)C1=CC=C(C(=O)OC)C=C1 (Methyl 4-formylbenzoate), COC=1C(=CC=2C(CCC(C2C1)(C)C)(C)C)C(C)=O (1-(3-methoxy-5,5,8,8-tetramethyl-5,6,7,8-tetrahydro-naphthalen-2-yl)-ethanone), COC=1C(=CC=2C(CCC(C2C1)(C)C)(C)C)C(C)=O (1-(3-methoxy-5,5,8,8-tetramethyl-5,6,7,8-tetrahydro-naphthalen-2-yl)-ethanone). Run in ClCCl (dichloromethane), O (water), [OH-].[Na+] (NaOH), CO (methanol). Run at time 18 hour. Product: COC=1C(=CC=2C(CCC(C2C1)(C)C)(C)C)C(C=CC1=CC=C(C(=O)OCC)C=C1)=O (Ethyl 4-[3-(3-methoxy-5,5,8,8-tetramethyl-5,6,7,8-tetrahydro-naphthalen-2-yl)-3-oxo-propenyl]-benzoate). The yield is 32.2%. As a reaction SMILES: [CH:1]([C:3]1[CH:12]=[CH:11][C:6]([C:7]([O:9][CH3:10])=[O:8])=[CH:5][CH:4]=1)=O.[CH3:13][O:14][C:15]1[C:16]([C:29](=[O:31])[CH3:30])=[CH:17][C:18]2[C:19]([CH3:28])([CH3:27])[CH2:20][CH2:21][C:22]([CH3:26])([CH3:25])[C:23]=2[CH:24]=1.[CH2:32](O)C.Cl.CN(C)CCCN=C=NCC>[OH-].[Na+].CO.ClCCl.O>[CH3:13][O:14][C:15]1[C:16]([C:29](=[O:31])[CH:30]=[CH:1][C:3]2[CH:12]=[CH:11][C:6]([C:7]([O:9][CH2:10][CH3:32])=[O:8])=[CH:5][CH:4]=2)=[CH:17][C:18]2[C:19]([CH3:28])([CH3:27])[CH2:20][CH2:21][C:22]([CH3:26])([CH3:25])[C:23]=2[CH:24]=1 |f:3.4,5.6|. Procedure details: Methyl 4-formylbenzoate (185 mg, 1.13 mmol) was added to a solution of 1-(3-methoxy-5,5,8,8-tetramethyl-5,6,7,8-tetrahydro-naphthalen-2-yl)-ethanone (Compound 11, 293 mg, 1.13 mmol) in 5 mL of 1 N NaOH and 10 mL of methanol. After stirring at room temperature for 18 h, the reaction mixture was extracted with ethyl acetate (3×10 mL). The combined organic layer was washed with brine (1×10 mL), dried (MgSO4) and concentrated at reduced pressure. The residue was then added to a solution of ethanol (...